Dataset: the Open Reaction Database (ORD), a public repository of structured organic reaction records. Task: describe an organic reaction: reactants, conditions, products, and yield The reactants are IC=1C(=NN(C1)C[C@@H](CO)O)C ((S)-3-(4-iodo-3-methylpyrazol-1-yl)-propane-1,2-diol), IC=1C=NN(C1C)C[C@@H](CO)O ((S)-3-(4-Iodo-5-methylpyrazol-1-yl)-propane-1,2-diol), C1CCOC1 (THF), C(C)(C)[Mg]Cl (isopropylmagnesium chloride), C1CCOC1 (THF), [NH4+].[Cl-] (NH4Cl), COB1OC(C(O1)(C)C)(C)C (2-Methoxy-4,4,5,5-tetramethyl-1,3,2-dioxaborolane). Reaction conditions: time 30 minute. Product: CC1=NN(C=C1B1OC(C(O1)(C)C)(C)C)C[C@@H](CO)O ((2S)-3-[3-Methyl-4-(4,4,5,5-tetramethyl-1,3,2-dioxaborolan-2-yl)-1H-pyrazol-1-yl]propane-1,2-diol). As a reaction SMILES: I[C:2]1[C:3]([CH3:12])=[N:4][N:5]([CH2:7][C@H:8]([OH:11])[CH2:9][OH:10])[CH:6]=1.IC1C=NN(C[C@H](O)CO)C=1C.C1COCC1.C([Mg]Cl)(C)C.CO[B:37]1[O:41][C:40]([CH3:43])([CH3:42])[C:39]([CH3:45])([CH3:44])[O:38]1.[NH4+].[Cl-]>>[CH3:12][C:3]1[C:2]([B:37]2[O:41][C:40]([CH3:43])([CH3:42])[C:39]([CH3:45])([CH3:44])[O:38]2)=[CH:6][N:5]([CH2:7][C@H:8]([OH:11])[CH2:9][OH:10])[N:4]=1 |f:5.6|. Procedure: To a solution of (S)-3-(4-iodo-3-methylpyrazol-1-yl)-propane-1,2-diol (20.0 mg, 0.0709 mmol) and (S)-3-(4-Iodo-5-methylpyrazol-1-yl)-propane-1,2-diol (20.0 mg, 0.0709 mmol) in THF (1 mL, 10 mmol) was added 2 M isopropylmagnesium chloride in THF (0.18 mL, 0.36 mmol) at 0° C., and the reaction was allowed to warm to rt over 30 min. 2-Methoxy-4,4,5,5-tetramethyl-1,3,2-dioxaborolane (0.070 mL, 0.43 mmol) was then added, and the mixture was stirred at rt for 30 min. Sat. NH4Cl was added to quench, an...